Dataset: the Open Reaction Database (ORD), a public repository of structured organic reaction records. Task: describe an organic reaction: reactants, conditions, products, and yield Reactants: OCC1=C(C(=CC=C1)OC)O (2-hydroxymethyl-6-methoxyphenol), ClCCCOC (1-chloro-3-methoxypropane). Product: COC=1C(=C(C=CC1)CO)OCCOC ([3-Methoxy-2-(2-methoxyethoxy)phenyl]methanol). As a reaction SMILES: [OH:1][CH2:2][C:3]1[CH:8]=[CH:7][CH:6]=[C:5]([O:9][CH3:10])[C:4]=1[OH:11].ClC[CH2:14][CH2:15][O:16][CH3:17]>>[CH3:10][O:9][C:5]1[C:4]([O:11][CH2:14][CH2:15][O:16][CH3:17])=[C:3]([CH2:2][OH:1])[CH:8]=[CH:7][CH:6]=1. Reported procedure: Analogously to Method F, 2.67 g of 2-hydroxymethyl-6-methoxyphenol and 2.19 g of 1-chloro-3-methoxypropane are reacted. The title compound is obtained as a colourless oil. Rf=0.23 (1:1 EtOAc-heptane); Rt=3.08.